Dataset: the Open Reaction Database (ORD), a public repository of structured organic reaction records. Task: describe an organic reaction: reactants, conditions, products, and yield Reactants: [Li]CCCC, C1CCOC1, CC(=O)O, COP(C)(=O)OC, COC(=O)CCC1CCCCC1, O. The product is COP(=O)(CC(=O)CCC1CCCCC1)OC. RXN SMILES: [CH2:1]([Li:2])[CH2:3][CH2:4][CH3:5].[CH2:25]1[O:26][CH2:27][CH2:28][CH2:29]1.[CH3:30][C:31](=[O:32])[OH:33].[CH3:6][P:7]([O:8][CH3:9])([O:10][CH3:11])=[O:12].[CH:13]1([CH2:19][CH2:20][C:21](=[O:22])[O:23][CH3:24])[CH2:14][CH2:15][CH2:16][CH2:17][CH2:18]1.[OH2:34]>>[CH2:6]([P:7]([O:8][CH3:9])([O:10][CH3:11])=[O:12])[C:21]([CH2:20][CH2:19][CH:13]1[CH2:14][CH2:15][CH2:16][CH2:17][CH2:18]1)=[O:22]. The reactants are C(C)(C)(C)OC(=O)N1CCC=2C=3C(=NC=NC3SC2C1)Cl (4-Chloro-5,8-dihydro-6H-9-thia-1,3,7-triaza-fluorene-7-carboxylic acid tert-butyl ester), ClC=1C=C(C=CC1OCC1=NC=CC=C1)N (3-Chloro-4-(pyridin-2-ylmethoxy)phenylamine), Cl (HCl). Run in C(C)(C)O (isopropyl alcohol), O1CCOCC1 (dioxane). Reaction conditions: temperature 80 celsius, time 1 hour. Yields the product C(C)(C)(C)OC(=O)N1CCC=2C=3C(=NC=NC3SC2C1)NC1=CC(=C(C=C1)OCC1=NC=CC=C1)Cl (4-[3-Chloro-4-(pyridin-2-ylmethoxy)-phenylamino]-5,8-dihydro-6H-9-thia-1,3,7-triaza-fluorene-7-carboxylic acid tert-butyl ester). Isolated yield 95.4%. As a reaction SMILES: [C:1]([O:5][C:6]([N:8]1[CH2:20][C:19]2[S:18][C:17]3[N:16]=[CH:15][N:14]=[C:13](Cl)[C:12]=3[C:11]=2[CH2:10][CH2:9]1)=[O:7])([CH3:4])([CH3:3])[CH3:2].[Cl:22][C:23]1[CH:24]=[C:25]([NH2:37])[CH:26]=[CH:27][C:28]=1[O:29][CH2:30][C:31]1[CH:36]=[CH:35][CH:34]=[CH:33][N:32]=1.Cl>C(O)(C)C.O1CCOCC1>[C:1]([O:5][C:6]([N:8]1[CH2:20][C:19]2[S:18][C:17]3[N:16]=[CH:15][N:14]=[C:13]([NH:37][C:25]4[CH:26]=[CH:27][C:28]([O:29][CH2:30][C:31]5[CH:36]=[CH:35][CH:34]=[CH:33][N:32]=5)=[C:23]([Cl:22])[CH:24]=4)[C:12]=3[C:11]=2[CH2:10][CH2:9]1)=[O:7])([CH3:4])([CH3:3])[CH3:2]. Procedure details: To a 4-Chloro-5,8-dihydro-6H-9-thia-1,3,7-triaza-fluorene-7-carboxylic acid tert-butyl ester (3.08 g, 9.40 mmol, 1.05 equiv) in 40 mL of isopropyl alcohol solution was added 3-Chloro-4-(pyridin-2-ylmethoxy)phenylamine (2.10 g, 9.0 mmol, 1 equiv) at rt. 4 N HCl in dioxane (0.1 mL) was added to the reaction mixture to accelerate the reaction. The reaction mixture was heated at 80° C. for 16 h. The mixture was allowed to cool to rt then filtered and washed with IPA (50 mL). DCM (100 mL) and sat. so... Reactants: C1CCOC1, CC(C)Oc1ncc(Oc2c(F)cc(C(=O)OC(C)(C)C)cc2F)cc1Cl, [Li+], [OH-], O. Product: CC(C)Oc1ncc(Oc2c(F)cc(C(=O)O)cc2F)cc1Cl. As a reaction SMILES: [CH2:30]1[O:31][CH2:32][CH2:33][CH2:34]1.[Cl:1][c:2]1[cH:3][c:4]([O:12][c:13]2[c:14]([F:27])[cH:15][c:16]([C:17](=[O:18])[O:19][C:20]([CH3:21])([CH3:22])[CH3:23])[cH:24][c:25]2[F:26])[cH:5][n:6][c:7]1[O:8][CH:9]([CH3:10])[CH3:11].[Li+:29].[OH-:28].[OH2:35]>>[Cl:1][c:2]1[cH:3][c:4]([O:12][c:13]2[c:14]([F:27])[cH:15][c:16]([C:17](=[O:18])[OH:19])[cH:24][c:25]2[F:26])[cH:5][n:6][c:7]1[O:8][CH:9]([CH3:10])[CH3:11]. Starting materials: [Cl-].[Al+3].[Cl-].[Cl-] (aluminium chloride), C1(CCCCC1)C1=CC=CC=C1 (cyclohexylbenzene), C(=C)C(=O)C (methyl vinyl ketone), ketone. Conditions: time 8 hour. The product is C1(CCCCC1)C1=CC=C(C=C1)CCC(C)=O (4-(p-Cyclohexylphenyl)-2-butanone). As a reaction SMILES: [Cl-].[Al+3].[Cl-].[Cl-].[CH:5]1([C:11]2[CH:16]=[CH:15][CH:14]=[CH:13][CH:12]=2)[CH2:10][CH2:9][CH2:8][CH2:7][CH2:6]1.[CH:17]([C:19]([CH3:21])=[O:20])=[CH2:18]>>[CH:11]1([C:5]2[CH:6]=[CH:7][C:8]([CH2:18][CH2:17][C:19](=[O:20])[CH3:21])=[CH:9][CH:10]=2)[CH2:12][CH2:13][CH2:14][CH2:15][CH2:16]1 |f:0.1.2.3|. Procedure: To a stirred solution of aluminium chloride (0.15 mole) in cyclohexylbenzene (0.5 mole) at 10° - 15° C was added dropwise methyl vinyl ketone. The resulting mixture was left overnight at room temperature and worked up as above The crude ketone was purified by distillation, b.p. 150 - 60 (2 mm), followed by column chromatography using silica as support and petrol/ethyl acetate as eluants. The reactants are O1CCCC=C1 (Dihydropyrane), FC(C(=O)OCC)(CO)F (ethyl 2,2-difluoro-3-hydroxypropionate), C1(=CC=C(C=C1)S(=O)(=O)[O-])C.[NH+]1=CC=CC=C1 (pyridinium p-toluene sulfonate). Run in ClCCl (dichloromethane). Conditions: time 8 hour. The product is FC(C(=O)OCC)(COC1OCCCC1)F (ethyl 2,2-difluoro-3-tetrahydropyranyloxypropionate). As a reaction SMILES: [O:1]1[CH:6]=[CH:5][CH2:4][CH2:3][CH2:2]1.[F:7][C:8]([F:16])([CH2:14][OH:15])[C:9]([O:11][CH2:12][CH3:13])=[O:10].C1(C)C=CC(S([O-])(=O)=O)=CC=1.[NH+]1C=CC=CC=1>ClCCl>[F:7][C:8]([F:16])([CH2:14][O:15][CH:6]1[CH2:5][CH2:4][CH2:3][CH2:2][O:1]1)[C:9]([O:11][CH2:12][CH3:13])=[O:10] |f:2.3|. Procedure details: Dihydropyrane (2 ml, 22 mmol) was added to a solution of ethyl 2,2-difluoro-3-hydroxypropionate (3.1 g, 20 mmol) and pyridinium p-toluene sulfonate (0.25 g, 1 mmol) in anhydrous dichloromethane (50 ml). The mixture was stirred overnight at room temperature and the desired compound ethyl 2,2-difluoro-3-tetrahydropyranyloxypropionate was obtained by flash chromatography on silica gel (ethyl acetate:hexane; 15:85) (4 g, 80%). The reactants are BrB(Br)Br, CSC, Cc1ccccc1, CNC(=O)c1c(-c2ccc(F)cc2)nn2ccc(OC)cc12. The product is CNC(=O)c1c(-c2ccc(F)cc2)nn2ccc(O)cc12. Reaction SMILES: [B:26]([Br:27])([Br:28])[Br:29].[CH3:23][S:24][CH3:25].[CH3:30][c:31]1[cH:32][cH:33][cH:34][cH:35][cH:36]1.[F:1][c:2]1[cH:3][cH:4][c:5](-[c:8]2[n:9][n:10]3[c:11]([cH:12][c:13]([O:16][CH3:17])[cH:14][cH:15]3)[c:18]2[C:19](=[O:20])[NH:21][CH3:22])[cH:6][cH:7]1>>[F:1][c:2]1[cH:3][cH:4][c:5](-[c:8]2[n:9][n:10]3[c:11]([cH:12][c:13]([OH:16])[cH:14][cH:15]3)[c:18]2[C:19](=[O:20])[NH:21][CH3:22])[cH:6][cH:7]1.